From a dataset of the Open Reaction Database (ORD), a public repository of structured organic reaction records. describe an organic reaction: reactants, conditions, products, and yield Starting materials: [Al+3], [Br-], [Br-], [Br-], Br, O, Cc1cc(C)cc(C)c1, O=S(c1ccccc1)c1ccccc1. Yields the product [Br-], Cc1cc(C)c([S+](c2ccccc2)c2ccccc2)c(C)c1. As a reaction SMILES: [Al+3:25].[Br-:24].[Br-:26].[Br-:27].[BrH:28].[OH2:29].[c:15]1([CH3:23])[cH:16][c:17]([CH3:22])[cH:18][c:19]([CH3:21])[cH:20]1.[c:1]1([S:7](=[O:8])[c:9]2[cH:10][cH:11][cH:12][cH:13][cH:14]2)[cH:2][cH:3][cH:4][cH:5][cH:6]1>>[Br-:24].[c:1]1([S+:7]([c:9]2[cH:10][cH:11][cH:12][cH:13][cH:14]2)[c:16]2[c:15]([CH3:23])[cH:20][c:19]([CH3:21])[cH:18][c:17]2[CH3:22])[cH:2][cH:3][cH:4][cH:5][cH:6]1. The reactants are Cc1cccc(C)c1[N+](=O)[O-], ClCCl, O, O=[N+]([O-])O, O=S(=O)(O)O. Yields the product Cc1ccc([N+](=O)[O-])c(C)c1[N+](=O)[O-]. As a reaction SMILES: [CH3:1][c:2]1[c:3]([N+:9](=[O:10])[O-:11])[c:4]([CH3:8])[cH:5][cH:6][cH:7]1.[Cl:22][CH2:23][Cl:24].[OH2:21].[OH:17][N+:18]([O-:19])=[O:20].[S:12](=[O:13])(=[O:14])([OH:15])[OH:16]>>[CH3:1][c:2]1[c:3]([N+:9](=[O:10])[O-:11])[c:4]([CH3:8])[cH:5][cH:6][c:7]1[N+:18](=[O:17])[O-:19]. The reactants are [O-]CC.[Na+] (sodium ethoxide), C(=O)(OCC)C=1OC(=C(C1O)O)C (2-carbethoxy-5-methyl-3,4-dihydroxy-furan). The solvent is CN(C=O)C (dimethylformamide), C1(=CC=CC=C1)C (toluene). Run at time 20 hour. The product is OC=1C(C(OC1C)C)=O (4-hydroxy-2,5-dimethyl-3-oxo-2H-furan). Yield: 64.8%. RXN SMILES: [O-]CC.[Na+].[C:5]([C:10]1[O:11][C:12]([CH3:17])=[C:13]([OH:16])[C:14]=1[OH:15])(OCC)=O>CN(C)C=O.C1(C)C=CC=CC=1>[OH:15][C:14]1[C:13](=[O:16])[CH:12]([CH3:17])[O:11][C:10]=1[CH3:5] |f:0.1|. Procedure details: In a 1 L three-necked flask fitted with a mechanical stirrer and a gas inlet tube is placed a suspension of 34 g of sodium ethoxide in a mixture of 100 ml of dimethylformamide and 300 ml of toluene. To the stirred suspension is added at room temperature, under nitrogen, 93 g of 2-carbethoxy-5-methyl-3,4-dihydroxy-furan. Gaseous methyl bromide is bubbled through the stirred reaction mixture at 30°-40° C. till the pH of the reaction mixture reaches 6.5-7.0. The solvents are removed under vacuum an... Starting materials: CC(=O)OO, CC(C)(C)O, COC(=O)Nc1nc(CC=O)ns1, [Na+], O, O=S([O-])O. Product: COC(=O)Nc1nc(CC(=O)O)ns1. As a reaction SMILES: [C:14]([O:15][OH:17])(=[O:16])[CH3:18].[C:24]([OH:25])([CH3:26])([CH3:27])[CH3:28].[CH3:1][O:2][C:3](=[O:4])[NH:5][c:6]1[n:7][c:8]([CH2:11][CH:12]=[O:13])[n:9][s:10]1.[Na+:23].[OH2:29].[S:19](=[O:20])([OH:21])[O-:22]>>[CH3:1][O:2][C:3](=[O:4])[NH:5][c:6]1[n:7][c:8]([CH2:11][C:12](=[O:13])[OH:16])[n:9][s:10]1.